Task: describe an organic reaction: reactants, conditions, products, and yield. Dataset: the Open Reaction Database (ORD), a public repository of structured organic reaction records Procedure details: To a 3 L four-necked flask equipped with an overhead stirrer, thermocouple and a condenser was charged with O-(2,4-dinitrophenyl)hydroxylamine (I-37) (248 g, 1245.5 mmol) and 2-MeTHF (1 L). To the stirred suspension at room temperature were added tert-butyl pyridin-4-ylcarbamate (254.6 g, 1245.5 mmol) and 2-MeTHF (1 L). The mixture was stirred at room temperature for 10 minutes and slowly heated to 40° C. (after 30 minutes the suspension became a solution at 30° C.). An exotherm was observed at ... The product is [N+](=O)([O-])C1=C(C=CC(=C1)[N+](=O)[O-])[O-].N[N+]1=CC=C(C=C1)NC(=O)OC(C)(C)C (1-amino-4-(tert-butoxycarbonylamino)pyridinium 2,4-dinitrophenolate). The reactants are [N+](=O)([O-])C1=C(C=CC(=C1)[N+](=O)[O-])ON (O-(2,4-dinitrophenyl)hydroxylamine), CC1CCCO1 (2-MeTHF), N1=CC=C(C=C1)NC(OC(C)(C)C)=O (tert-butyl pyridin-4-ylcarbamate), CC1CCCO1 (2-MeTHF). As a reaction SMILES: [N+:1]([C:4]1[CH:9]=[C:8]([N+:10]([O-:12])=[O:11])[CH:7]=[CH:6][C:5]=1[O:13]N)([O-:3])=[O:2].CC1OCCC1.[N:21]1[CH:26]=[CH:25][C:24]([NH:27][C:28](=[O:34])[O:29][C:30]([CH3:33])([CH3:32])[CH3:31])=[CH:23][CH:22]=1>>[N+:1]([C:4]1[CH:9]=[C:8]([N+:10]([O-:12])=[O:11])[CH:7]=[CH:6][C:5]=1[O-:13])([O-:3])=[O:2].[NH2:1][N+:21]1[CH:22]=[CH:23][C:24]([NH:27][C:28]([O:29][C:30]([CH3:31])([CH3:33])[CH3:32])=[O:34])=[CH:25][CH:26]=1 |f:3.4|. Conditions: time 10 minute. The reactants are Cl.C1(CCCCC1)NC1=NC(=NC(=C1C)C)NCC1=NC=CC=C1 (N4-cyclohexyl-5,6-dimethyl-N2-(pyridin-2-ylmethyl)pyrimidine-2,4-diamine hydrochloride), ClC1=NC(=C(C(=N1)NC1=CC=C(C=C1)F)CC)C (2-chloro-5-ethyl-N-(4-fluorophenyl)-6-methylpyrimidin-4-amine). Product: C(C)C=1C(=NC(=NC1C)NCC1=NC=CC=C1)NC1=CC=C(C=C1)F (5-ethyl-N4-(4-fluorophenyl)-6-methyl-N2-(pyridin-2-ylmethyl)pyrimidine-2,4-diamine). RXN SMILES: Cl.C1(NC2C(C)=C(C)N=C([NH:17][CH2:18][C:19]3[CH:24]=[CH:23][CH:22]=[CH:21][N:20]=3)N=2)CCCCC1.Cl[C:26]1[N:31]=[C:30]([NH:32][C:33]2[CH:38]=[CH:37][C:36]([F:39])=[CH:35][CH:34]=2)[C:29]([CH2:40][CH3:41])=[C:28]([CH3:42])[N:27]=1>>[CH2:40]([C:29]1[C:30]([NH:32][C:33]2[CH:38]=[CH:37][C:36]([F:39])=[CH:35][CH:34]=2)=[N:31][C:26]([NH:17][CH2:18][C:19]2[CH:24]=[CH:23][CH:22]=[CH:21][N:20]=2)=[N:27][C:28]=1[CH3:42])[CH3:41] |f:0.1|. Procedure: The titled compound was synthesized according to the general procedure described for preparation of N4-cyclohexyl-5,6-dimethyl-N2-(pyridin-2-ylmethyl)pyrimidine-2,4-diamine (Example 1) using 2-chloro-5-ethyl-N-(4-fluorophenyl)-6-methylpyrimidin-4-amine (Step A) instead of 2-chloro-N-cyclohexyl-5,6-dimethylpyrimidin-4-amine. The product was purified by column chromatography eluting with mixture of chloroform/ethanol/20% water solution of ammonia (200:10:1), and then the final product was washed w...